Dataset: the Open Reaction Database (ORD), a public repository of structured organic reaction records. Task: describe an organic reaction: reactants, conditions, products, and yield The reactants are C1(=CC=CC=C1)C1=CNN(C1=O)C=1C=C(C=CC1)C(F)(F)F (4-phenyl-1-(α,α, α-trifluoro-3-tolyl)-3-pyrazolin-5-one), C([O-])([O-])=O.[K+].[K+] (potassium carbonate), C(C)I (ethyl iodide). Run in C(C)O (ethanol). The product is C(C)N1N(C(C(=C1)C1=CC=CC=C1)=O)C=1C=C(C=CC1)C(F)(F)F (2-Ethyl-4-phenyl-1-(α,α,α-trifluoro-3-tolyl)-3-pyrazolin-5-one). Reaction SMILES: [C:1]1([C:7]2[C:11](=[O:12])[N:10]([C:13]3[CH:14]=[C:15]([C:19]([F:22])([F:21])[F:20])[CH:16]=[CH:17][CH:18]=3)[NH:9][CH:8]=2)[CH:6]=[CH:5][CH:4]=[CH:3][CH:2]=1.C(=O)([O-])[O-].[K+].[K+].[CH2:29](I)[CH3:30]>C(O)C>[CH2:29]([N:9]1[CH:8]=[C:7]([C:1]2[CH:6]=[CH:5][CH:4]=[CH:3][CH:2]=2)[C:11](=[O:12])[N:10]1[C:13]1[CH:14]=[C:15]([C:19]([F:21])([F:22])[F:20])[CH:16]=[CH:17][CH:18]=1)[CH3:30] |f:1.2.3|. Reported procedure: A mixture of 2.2 grams of the pyrazolinone prepared above, 2 grams potassium carbonate, 25 ml. ethyl iodide and 25 ml. ethanol was refluxed for about 3 hours. The reaction mixture was worked up in the usual manner to yield an oil which was identified by NMR analysis as the desired product.